Dataset: the Open Reaction Database (ORD), a public repository of structured organic reaction records. Task: describe an organic reaction: reactants, conditions, products, and yield Starting materials: CC1=CC=CC(=C1C(=O)OCC)OC (ethyl 6-methyl-2-methoxybenzoate), O (water), [OH-].[Na+] (sodium hydroxide). Solvent: C(C)O (ethanol). Conditions: time 20 hour. The product is CC1=CC=CC(=C1C(=O)O)OC (6-methyl-2-methoxybenzoic acid). Reaction SMILES: [CH3:1][C:2]1[C:7]([C:8]([O:10]CC)=[O:9])=[C:6]([O:13][CH3:14])[CH:5]=[CH:4][CH:3]=1.O.[OH-].[Na+]>C(O)C>[CH3:1][C:2]1[C:7]([C:8]([OH:10])=[O:9])=[C:6]([O:13][CH3:14])[CH:5]=[CH:4][CH:3]=1 |f:2.3|. Procedure details: A mixture of ethyl 6-methyl-2-methoxybenzoate (642.0 g, 3.3 mol), water (2.5 l), ethanol (4.0 l) and sodium hydroxide (270 g, 6.6 mol) is heated under reflux with stirring for 20 hours. Subsequently, ethanol is distilled off and the reaction mixture is diluted with water, acidified with concentrated hydrochloric acid. The solid material is collected by vacuum filtration, washed with water and dried yielding off-white crystals, 460.0 g (83.9%). Reactants: CN(C(C1=CC(=C(C=C1)O)OC)=O)C (N,N-dimethyl-4-hydroxy-3-methoxybenzamide), C([O-])([O-])=O.[K+].[K+] (potassium carbonate), BrCCCBr (1,3-dibromopropane). Solvent: C(C)#N (acetonitrile). Run at time 12 hour. The product is CN(C(C1=CC(=C(C=C1)OCCCBr)OC)=O)C (N,N-dimethyl-4-bromopropoxy-3-methoxybenzamide). The yield is 83.7%. RXN SMILES: [CH3:1][N:2]([CH3:14])[C:3](=[O:13])[C:4]1[CH:9]=[CH:8][C:7]([OH:10])=[C:6]([O:11][CH3:12])[CH:5]=1.C(=O)([O-])[O-].[K+].[K+].[Br:21][CH2:22][CH2:23][CH2:24]Br>C(#N)C>[CH3:14][N:2]([CH3:1])[C:3](=[O:13])[C:4]1[CH:9]=[CH:8][C:7]([O:10][CH2:24][CH2:23][CH2:22][Br:21])=[C:6]([O:11][CH3:12])[CH:5]=1 |f:1.2.3|. Procedure: To N,N-dimethyl-4-hydroxy-3-methoxybenzamide (5.64 g, 28.7 mmol) in acetonitrile (450 ml) was added potassium carbonate (7.9 g) followed by 1,3-dibromopropane (11.6 g). The resulting reaction mixture was refluxed for 3 hours and stirred at room temperature for 12 hours. The mixture was filtered and concentrated to an oil. Following purification by column chromatography, N,N-dimethyl-4-bromopropoxy-3-methoxybenzamide as a colorless oil (7.6 g) was obtained. The reactants are Cc1cccc(CC(=S)Cl)c1, Cl, Nc1ccccc1C(=O)O, [Na+], [OH-]. Yields the product Cc1cccc(CC(=S)Nc2ccccc2C(=O)O)c1. As a reaction SMILES: [CH3:11][c:12]1[cH:13][c:14]([CH2:18][C:19](=[S:20])[Cl:21])[cH:15][cH:16][cH:17]1.[ClH:22].[NH2:1][c:2]1[cH:3][cH:4][cH:5][cH:6][c:7]1[C:8]([OH:9])=[O:10].[Na+:24].[OH-:23]>>[NH:1]([c:2]1[cH:3][cH:4][cH:5][cH:6][c:7]1[C:8]([OH:9])=[O:10])[C:19]([CH2:18][c:14]1[cH:13][c:12]([CH3:11])[cH:17][cH:16][cH:15]1)=[S:20]. The reactants are C(C)(=O)OC=1C2=C(SC1C1=CC=CC=C1)C=CC=C2OC(C)=O (3,4-diacetoxy-2-phenylbenzo[b]thiophene), C[O-].[Na+] (sodium methoxide). The reagents and catalysts are C(C)(=O)O (acetic acid). Run in CO (methanol). Yields the product OC=1C2=C(SC1C1=CC=CC=C1)C=CC=C2O (3,4-dihydroxy-2-phenylbenzo[b]thiophene). Reaction SMILES: C([O:4][C:5]1[C:6]2[C:19]([O:20]C(=O)C)=[CH:18][CH:17]=[CH:16][C:7]=2[S:8][C:9]=1[C:10]1[CH:15]=[CH:14][CH:13]=[CH:12][CH:11]=1)(=O)C.C[O-].[Na+]>CO.C(O)(=O)C>[OH:4][C:5]1[C:6]2[C:19]([OH:20])=[CH:18][CH:17]=[CH:16][C:7]=2[S:8][C:9]=1[C:10]1[CH:11]=[CH:12][CH:13]=[CH:14][CH:15]=1 |f:1.2|. Reported procedure: A solution of 3,4-diacetoxy-2-phenylbenzo[b]thiophene (28 mg) in methanol (5 ml) was treated with a catalytic amount of sodium methoxide for 18 hours at room temperature. One drop of acetic acid was added, and the solution was evaporated. The residue was dissolved in dichloromeethane, filtered and the filtrate evaporated to give 3,4-dihydroxy-2-phenylbenzo[b]thiophene as a light yellow solid; yield 20 mg; m/z 242 (M+.). Starting materials: CNc1c(C(F)(F)F)ccc(C(=O)C(C(=O)OC(C)(C)C)C(=O)C2CC2)c1S(C)(=O)=O, ClCCl, O=C(O)C(F)(F)F. Yields the product CNc1c(C(F)(F)F)ccc(C(=O)CC(=O)C2CC2)c1S(C)(=O)=O. As a reaction SMILES: [C:8]([O:9][C:10](=[O:11])[CH:14]([C:15](=[O:16])[CH:17]1[CH2:18][CH2:19]1)[C:20]([c:21]1[c:22]([S:33](=[O:34])(=[O:35])[CH3:36])[c:23]([NH:31][CH3:32])[c:24]([C:27]([F:28])([F:29])[F:30])[cH:25][cH:26]1)=[O:37])([CH3:12])([CH3:13])[CH3:38].[Cl:39][CH2:40][Cl:41].[OH:1][C:2]([C:3]([F:4])([F:5])[F:6])=[O:7]>>[CH2:14]([C:15](=[O:16])[CH:17]1[CH2:18][CH2:19]1)[C:20]([c:21]1[c:22]([S:33](=[O:34])(=[O:35])[CH3:36])[c:23]([NH:31][CH3:32])[c:24]([C:27]([F:28])([F:29])[F:30])[cH:25][cH:26]1)=[O:37]. Starting materials: O=C(Cl)C(=O)Cl, ClCCl, CCOC(=O)CCCOC(=O)c1cc(S(N)(=O)=O)c(Cl)cc1NCc1ccco1. The product is NS(=O)(=O)c1cc(C(=O)OCCCC(=O)Cl)c(NCc2ccco2)cc1Cl. As a reaction SMILES: [Cl:1][C:2](=[O:3])[C:4]([Cl:5])=[O:6].[Cl:36][CH2:37][Cl:38].[NH2:7][S:8](=[O:9])(=[O:10])[c:11]1[c:12]([Cl:35])[cH:13][c:14]([NH:28][CH2:29][c:30]2[o:31][cH:32][cH:33][cH:34]2)[c:15]([C:16](=[O:17])[O:18][CH2:19][CH2:20][CH2:21][C:22]([O:23][CH2:24][CH3:25])=[O:26])[cH:27]1>>[Cl:1][C:2](=[O:3])[CH2:4][CH2:20][CH2:19][O:18][C:16]([c:15]1[c:14]([NH:28][CH2:29][c:30]2[o:31][cH:32][cH:33][cH:34]2)[cH:13][c:12]([Cl:35])[c:11]([S:8]([NH2:7])(=[O:9])=[O:10])[cH:27]1)=[O:17]. Reactants: ON=C(C(=O)OCC)C(=O)C1=CC=C(C=C1)OC (Ethyl 2-hydroxyimino-3-(4-methoxyphenyl)-3-oxopropionate), [N+](=O)([O-])C=1C=C(CN)C=CC1 (3-nitrobenzylamine). Yields the product COC1=CC=C(C=C1)C1=C(N=C(N1)C1=CC(=CC=C1)[N+](=O)[O-])C(=O)OCC (ethyl 5-(4-methoxyphenyl)-2-(3-nitrophenyl)imidazole-4-carboxylate). Yield: 45.5%. RXN SMILES: O[N:2]=[C:3]([C:9]([C:11]1[CH:16]=[CH:15][C:14]([O:17][CH3:18])=[CH:13][CH:12]=1)=O)[C:4]([O:6][CH2:7][CH3:8])=[O:5].[N+:19]([C:22]1[CH:23]=[C:24]([CH:27]=[CH:28][CH:29]=1)[CH2:25][NH2:26])([O-:21])=[O:20]>>[CH3:18][O:17][C:14]1[CH:15]=[CH:16][C:11]([C:9]2[NH:26][C:25]([C:24]3[CH:27]=[CH:28][CH:29]=[C:22]([N+:19]([O-:21])=[O:20])[CH:23]=3)=[N:2][C:3]=2[C:4]([O:6][CH2:7][CH3:8])=[O:5])=[CH:12][CH:13]=1. Procedure details: Ethyl 2-hydroxyimino-3-(4-methoxyphenyl)-3-oxopropionate (20.0 g) and 3-nitrobenzylamine (15.0 g) were reacted and treated in the same manner as in Starting Material Synthetic Example 10 to give ethyl 5-(4-methoxyphenyl)-2-(3-nitrophenyl)imidazole-4-carboxylate (13.3 g), melting point 208-210° C.